This data is from the Open Reaction Database (ORD), a public repository of structured organic reaction records. The task is: describe an organic reaction: reactants, conditions, products, and yield Reactants: O1C(=NC2=C1C=CC=C2)C2(CC2)C(=O)OC (methyl 1-(benzo[d]oxazol-2-yl)cyclopropanecarboxylate), C1CCOC1 (THF), O (H2O), [Li+].[OH-] (LiOH). Solvent: C(C)(=O)OCC (ethyl acetate). Reaction conditions: time 8 hour. The product is O1C(=NC2=C1C=CC=C2)C2(CC2)C(=O)O (1-(benzo[d]oxazol-2-yl)cyclopropanecarboxylic acid). Isolated yield 81.0%. RXN SMILES: [O:1]1[C:5]2[CH:6]=[CH:7][CH:8]=[CH:9][C:4]=2[N:3]=[C:2]1[C:10]1([C:13]([O:15]C)=[O:14])[CH2:12][CH2:11]1.C1COCC1.O.[Li+].[OH-]>C(OCC)(=O)C>[O:1]1[C:5]2[CH:6]=[CH:7][CH:8]=[CH:9][C:4]=2[N:3]=[C:2]1[C:10]1([C:13]([OH:15])=[O:14])[CH2:12][CH2:11]1 |f:3.4|. Procedure: To a stirred solution of methyl 1-(benzo[d]oxazol-2-yl)cyclopropanecarboxylate (0.132 g, 0.6077 mmol) in 3 mL 3:2 THF:H2O at room temperature under nitrogen was added LiOH (0.02911 g, 1.215 mmol). After stirring at ambient temperature overnight the reaction was diluted to 30 mL with ethyl acetate and washed with 2N HCl, water and brine. The organics were dried (MgSO4), filtered and concentrated to a white solid (100 mg, 81% yield). Reactants: COC([C@@](NOCC1=CC=CC=C1)(CC1=CC=C(C=C1)O)C=C)=O (benzyloxy-α-vinyltyrosine methyl ester), Cl (hydrochloric acid). Conditions: time 2 hour. The product is Cl.C(=C)[C@](N)(CC1=CC=C(C=C1)O)C(=O)O (α-vinyltyrosine hydrochloride). As a reaction SMILES: C[O:2][C:3](=[O:24])[C@:4]([CH:22]=[CH2:23])([CH2:14][C:15]1[CH:20]=[CH:19][C:18]([OH:21])=[CH:17][CH:16]=1)[NH:5]OCC1C=CC=CC=1.[ClH:25]>>[ClH:25].[CH:22]([C@@:4]([C:3]([OH:24])=[O:2])([CH2:14][C:15]1[CH:20]=[CH:19][C:18]([OH:21])=[CH:17][CH:16]=1)[NH2:5])=[CH2:23] |f:2.3|. Reported procedure: A mixture consisting of 0.554 g of benzyloxy-α-vinyltyrosine methyl ester and 40 ml of 6 N aqueous hydrochloric acid was heated at reflux with rapid stirring for 2 hours. The reaction mixture was cooled, extracted three times with 5 ml of methylene chloride and treated with activated charcoal. Filtration and evaporation of solvent gave 0.355 g of α-vinyltyrosine hydrochloride as an amorphous solid. NMR (D2O) showed: 3.35 (2H,AB, JAB =15, δAB =22), 5.55 (1H,d, J=18), 5.70 (1H,d,J=12), 6.43 (1H, d...